From a dataset of the Open Reaction Database (ORD), a public repository of structured organic reaction records. describe an organic reaction: reactants, conditions, products, and yield The reactants are CCN(C(C)C)C(C)C, COC(=O)Cl, ClCCl, CCCN1C(=O)Cc2cc(N3CC(CN)OC3=O)cc(F)c21. The product is CCCN1C(=O)Cc2cc(N3CC(CNC(=O)OC)OC3=O)cc(F)c21. RXN SMILES: [CH:28]([N:29]([CH:30]([CH3:31])[CH3:32])[CH2:33][CH3:34])([CH3:35])[CH3:36].[Cl:1][C:2](=[O:3])[O:4][CH3:5].[Cl:37][CH2:38][Cl:39].[NH2:6][CH2:7][CH:8]1[CH2:9][N:10]([c:14]2[cH:15][c:16]3[c:20]([c:21]([F:23])[cH:22]2)[N:19]([CH2:24][CH2:25][CH3:26])[C:18](=[O:27])[CH2:17]3)[C:11](=[O:13])[O:12]1>>[C:2](=[O:3])([O:4][CH3:5])[NH:6][CH2:7][CH:8]1[CH2:9][N:10]([c:14]2[cH:15][c:16]3[c:20]([c:21]([F:23])[cH:22]2)[N:19]([CH2:24][CH2:25][CH3:26])[C:18](=[O:27])[CH2:17]3)[C:11](=[O:13])[O:12]1. Starting materials: C1CCOC1, COC(=O)C(Cc1ccc(-c2cc(Br)cn(C)c2=O)cc1)NC(=O)c1cc(OC)ccc1Br, CO, CC(=O)O, [Li+], [OH-], O, O. The product is COc1ccc(Br)c(C(=O)NC(Cc2ccc(-c3cc(Br)cn(C)c3=O)cc2)C(=O)O)c1. RXN SMILES: [CH2:43]1[O:44][CH2:45][CH2:46][CH2:47]1.[CH3:1][O:2][C:3]([CH:4]([NH:5][C:6](=[O:7])[c:8]1[c:9]([Br:16])[cH:10][cH:11][c:12]([O:14][CH3:15])[cH:13]1)[CH2:17][c:18]1[cH:19][cH:20][c:21](-[c:24]2[c:25](=[O:32])[n:26]([CH3:31])[cH:27][c:28]([Br:30])[cH:29]2)[cH:22][cH:23]1)=[O:33].[CH3:37][OH:38].[CH3:39][C:40](=[O:41])[OH:42].[Li+:36].[OH-:35].[OH2:34].[OH2:48]>>[O:2]=[C:3]([CH:4]([NH:5][C:6](=[O:7])[c:8]1[c:9]([Br:16])[cH:10][cH:11][c:12]([O:14][CH3:15])[cH:13]1)[CH2:17][c:18]1[cH:19][cH:20][c:21](-[c:24]2[c:25](=[O:32])[n:26]([CH3:31])[cH:27][c:28]([Br:30])[cH:29]2)[cH:22][cH:23]1)[OH:33]. Reactants: FC=1C=C(C=C(C1)F)CC#N (3,5-difluorophenylacetonitrile), [H-].[Na+] (sodium hydride), O (water), ClCCOCCCl (bis-(2-chloroethyl)ether). Run in CS(=O)C (DMSO). Reaction conditions: time 40 minute. The product is C(#N)C1(CCOCC1)C1=CC(=CC(=C1)F)F (4-Cyano-4-(3,5-difluorophenyl)-3,4,5,6-tetrahydro-2H-pyran). Isolated yield 74.6%. As a reaction SMILES: [F:1][C:2]1[CH:3]=[C:4]([CH2:9][C:10]#[N:11])[CH:5]=[C:6]([F:8])[CH:7]=1.[H-].[Na+].Cl[CH2:15][CH2:16][O:17][CH2:18][CH2:19]Cl.O>CS(C)=O>[C:10]([C:9]1([C:4]2[CH:3]=[C:2]([F:1])[CH:7]=[C:6]([F:8])[CH:5]=2)[CH2:19][CH2:18][O:17][CH2:16][CH2:15]1)#[N:11] |f:1.2|. Reported procedure: To a solution of 3,5-difluorophenylacetonitrile (24.2 g, 0.158 mol) in DMSO (240 ml) was added sodium hydride (60% w/w dispersion in mineral oil, 13.3 g, 0.332 mol) portionwise over 10 min. The reaction mixture was stirred for 40 min at room temperature and then bis-(2-chloroethyl)ether (24.9 g, 0.174 mol) was added slowly and stirring continued for an additional 1 h. The reaction mixture was poured into water (500 ml) and the mixture was extracted with an ethyl acetate-toluene mixture (2:1 v/v,...